This data is from the Open Reaction Database (ORD), a public repository of structured organic reaction records. The task is: describe an organic reaction: reactants, conditions, products, and yield Reactants: O=C1OCC2=C1C=CC(=C2)CC(=O)OC(C)(C)C (tert-butyl (1-oxo-1,3-dihydro-2-benzofuran-5-yl)acetate), [Cl-].[Al+3].[Cl-].[Cl-] (Aluminum chloride), C(=O)(C(F)(F)F)O (TFA), C(C(=O)Cl)(=O)Cl (oxalyl chloride). Run in CN(C)C=O (DMF). Run at time 15 minute. The product is C1(OCC2=C1C=C1CCC(CC1=C2)=O)=O (7,8-dihydronaphtho[2,3-c]furan-1,6(3H,5H)-dione). Reaction SMILES: [O:1]=[C:2]1[C:6]2[CH:7]=[CH:8][C:9]([CH2:11][C:12]([O:14]C(C)(C)C)=O)=[CH:10][C:5]=2[CH2:4][O:3]1.[C:19](O)([C:21](F)(F)F)=O.C(Cl)(=O)C(Cl)=O.[Cl-].[Al+3].[Cl-].[Cl-]>CN(C=O)C>[C:2]1(=[O:1])[C:6]2[CH:7]=[C:8]3[C:9](=[CH:10][C:5]=2[CH2:4][O:3]1)[CH2:11][C:12](=[O:14])[CH2:21][CH2:19]3 |f:3.4.5.6|. Reported procedure: To a flask charged with tert-butyl (1-oxo-1,3-dihydro-2-benzofuran-5-yl)acetate (375 mg, 2.0 mmol) was added TFA (10 mL). The mixture was allowed to sit at RT for half an hour. LC at that point indicated complete cleavage of the tert-butyl group. The volatiles were removed under reduced pressure. The residue was pumped under high vacuum for 15 minutes before DCM (20 mL) was added to the flask, followed by addition of oxalyl chloride (0.22 mL, 2.5 mmol) and a drop of DMF. The mixture was stirred ...